Dataset: the Open Reaction Database (ORD), a public repository of structured organic reaction records. Task: describe an organic reaction: reactants, conditions, products, and yield Reactants: CC(=O)c1ccc(O)c2ncccc12, CC(=O)O, CO, [O-]Cl, [Na+], O. Product: CC(=O)c1cc(Cl)c(O)c2ncccc12. As a reaction SMILES: [C:4]([CH3:5])(=[O:6])[c:7]1[c:8]2[cH:9][cH:10][cH:11][n:12][c:13]2[c:14]([OH:17])[cH:15][cH:16]1.[CH3:18][C:19](=[O:20])[OH:21].[CH3:22][OH:23].[Cl:1][O-:2].[Na+:3].[OH2:24]>>[Cl:1][c:15]1[c:14]([OH:17])[c:13]2[c:8]([c:7]([C:4]([CH3:5])=[O:6])[cH:16]1)[cH:9][cH:10][cH:11][n:12]2. The reactants are ClC1=CC=C(C=C1)SC1=C(C=C(CN)C=C1Cl)Cl (4-(4-chlorophenylthio)-3,5-dichlorobenzylamine), F[B-](F)(F)F.C1(=CC=CC=C1)C1=[O+]C(=CC(=C1)C1=CC=CC=C1)C1=CC=CC=C1 (2,4,6-triphenylpyrylium tetrafluoroborate), [N-]=[N+]=[N-].[Na+] (sodium azide). The solvent is CN(C=O)C (dimethylformamide), C(C)O (ethanol), O (water). Reaction conditions: time 30 minute. The product is ClC1=CC=C(C=C1)SC1=C(C=C(CN=[N+]=[N-])C=C1Cl)Cl (4-(4-chlorophenylthio)-3,5-dichlorobenzyl azide). The yield is 8.2%. As a reaction SMILES: [Cl:1][C:2]1[CH:7]=[CH:6][C:5]([S:8][C:9]2[C:16]([Cl:17])=[CH:15][C:12]([CH2:13][NH2:14])=[CH:11][C:10]=2[Cl:18])=[CH:4][CH:3]=1.F[B-](F)(F)F.C1(C2C=C(C3C=CC=CC=3)C=C(C3C=CC=CC=3)[O+]=2)C=CC=CC=1.[N-:48]=[N+:49]=[N-].[Na+]>C(O)C.CN(C)C=O.O>[Cl:1][C:2]1[CH:3]=[CH:4][C:5]([S:8][C:9]2[C:16]([Cl:17])=[CH:15][C:12]([CH2:13][N:14]=[N+:48]=[N-:49])=[CH:11][C:10]=2[Cl:18])=[CH:6][CH:7]=1 |f:1.2,3.4|. Procedure: A stirred solution of 4-(4-chlorophenylthio)-3,5-dichlorobenzylamine (3.59 g, 11.3 mmol) in absolute ethanol (30 ml) at ambient temperature was treated in one portion with 2,4,6-triphenylpyrylium tetrafluoroborate (3.58 g, 9.06 mmol). The mixture was stirred 30 minutes, diluted with dimethylformamide (30 ml), and stirred 16 hours. The solvent was evaporated under vacuum at 60° C. and the residue was triturated with diethyl ether (2×25 ml). The residual solid was dissolved in dry dimethylformamid... Starting materials: Cc1cc(C)c(N)c(Br)c1, C1CCOC1, [Li]CCCC, CC1=C(C)C([Si](C)(C)Cl)C(C)=C1C. Yields the product CC1=C(C)C([Si](C)(C)Nc2c(C)cc(C)cc2Br)C(C)=C1C. Reaction SMILES: [Br:1][c:2]1[c:3]([NH2:4])[c:5]([CH3:10])[cH:6][c:7]([CH3:9])[cH:8]1.[CH2:29]1[O:30][CH2:31][CH2:32][CH2:33]1.[CH3:11][CH2:12][CH2:13][CH2:14][Li:15].[Cl:16][Si:17]([CH:18]1[C:19]([CH3:26])=[C:20]([CH3:25])[C:21]([CH3:24])=[C:22]1[CH3:23])([CH3:27])[CH3:28]>>[Br:1][c:2]1[c:3]([NH:4][Si:17]([CH:18]2[C:19]([CH3:26])=[C:20]([CH3:25])[C:21]([CH3:24])=[C:22]2[CH3:23])([CH3:27])[CH3:28])[c:5]([CH3:10])[cH:6][c:7]([CH3:9])[cH:8]1.